describe an organic reaction: reactants, conditions, products, and yield From a dataset of the Open Reaction Database (ORD), a public repository of structured organic reaction records. Procedure details: <2> The reaction described in <3> of Synthesis Example 1 was performed under the same conditions, except that the phenylacetyloxymethyl difluoromethanesulfonic acid sodium salt (2.97 g) produced in <1> above was used instead of the benzoyloxymethyldifluorosulfonic acid sodium salt in the reaction with diphenylmethylphenylsulfonium trifluoromethanesulfonic acid sodium salt, and thus 3.87 g (yield 99.5%) of phenylacetic acid 2,2-difluoro-2-sulfoethyl ester diphenylmethylphenylsulfonium salt as sho... Yield: 99.5%. The product is C1(=CC=CC=C1)C(C1=CC=CC=C1)[SH+]C1=CC=CC=C1.FC(COC(CC1=CC=CC=C1)=O)(S(=O)(=O)O)F (phenylacetic acid 2,2-difluoro-2-sulfoethyl ester diphenylmethylphenylsulfonium salt). RXN SMILES: [Na+].[C:2]1([CH2:8][C:9]([O:11][CH2:12][C:13]([F:19])([F:18])[S:14]([O-:17])(=[O:16])=[O:15])=[O:10])[CH:7]=[CH:6][CH:5]=[CH:4][CH:3]=1.[Na].FC(F)(F)S([O-])(=O)=O.[C:29]1([CH:35]([SH+:42][C:43]2[CH:48]=[CH:47][CH:46]=[CH:45][CH:44]=2)[C:36]2[CH:41]=[CH:40][CH:39]=[CH:38][CH:37]=2)[CH:34]=[CH:33][CH:32]=[CH:31][CH:30]=1>>[C:36]1([CH:35]([SH+:42][C:43]2[CH:48]=[CH:47][CH:46]=[CH:45][CH:44]=2)[C:29]2[CH:34]=[CH:33][CH:32]=[CH:31][CH:30]=2)[CH:37]=[CH:38][CH:39]=[CH:40][CH:41]=1.[F:19][C:13]([F:18])([S:14]([OH:17])(=[O:16])=[O:15])[CH2:12][O:11][C:9](=[O:10])[CH2:8][C:2]1[CH:7]=[CH:6][CH:5]=[CH:4][CH:3]=1 |f:0.1,2.3.4,5.6,^1:19|. Starting materials: [Na+].C1(=CC=CC=C1)CC(=O)OCC(S(=O)(=O)[O-])(F)F (phenylacetyloxymethyl difluoromethanesulfonic acid sodium salt), benzoyloxymethyldifluorosulfonic acid sodium salt, [Na].FC(S(=O)(=O)[O-])(F)F.C1(=CC=CC=C1)C(C1=CC=CC=C1)[SH+]C1=CC=CC=C1 (diphenylmethylphenylsulfonium trifluoromethanesulfonic acid sodium salt). The reactants are FC1(C(C(=O)OC1=O)(F)F)F (Tetrafluorosuccinic anhydride), ClC1=CC2=C(OC3=C([C@H]4N2CCC[C@H]4N)C=CC=C3)C=C1 (trans-7-chloro-2,3,4,14b-tetrahydro-1H-dibenzo[b,f]pyrido[1,2-d][1,4]oxazepine-1-amine). Run in O1CCOCC1 (dioxane). Conditions: time 30 minute. Product: ClC1=CC2=C(OC3=C([C@H]4N2CCC[C@H]4NC(C(C(C(=O)O)(F)F)(F)F)=O)C=CC=C3)C=C1 (trans-4-[(7-chloro-2,3,4,14b-tetrahydro-1H-dibenzo[b,f]pyrido[1,2-d][1,4]oxazepin-1-yl)amino]-2,2,3,3-tetrafluoro-4-oxobutanoic acid). Isolated yield 74.7%. Reaction SMILES: [F:1][C:2]1([F:11])[C:7](=[O:8])[O:6][C:4](=[O:5])[C:3]1([F:10])[F:9].[Cl:12][C:13]1[CH:32]=[CH:31][C:16]2[O:17][C:18]3[CH:30]=[CH:29][CH:28]=[CH:27][C:19]=3[C@@H:20]3[C@H:25]([NH2:26])[CH2:24][CH2:23][CH2:22][N:21]3[C:15]=2[CH:14]=1>O1CCOCC1>[Cl:12][C:13]1[CH:32]=[CH:31][C:16]2[O:17][C:18]3[CH:30]=[CH:29][CH:28]=[CH:27][C:19]=3[C@@H:20]3[C@H:25]([NH:26][C:7](=[O:8])[C:2]([F:11])([F:1])[C:3]([F:10])([F:9])[C:4]([OH:6])=[O:5])[CH2:24][CH2:23][CH2:22][N:21]3[C:15]=2[CH:14]=1. Procedure details: Tetrafluorosuccinic anhydride (5.35 μL, 0.05 mmol) was added to trans-7-chloro-2,3,4,14b-tetrahydro-1H-dibenzo[b,f]pyrido[1,2-d][1,4]oxazepine-1-amine (10 mg, 0.03 mmol) in 1 mL of dioxane. The resulting mixture was stirred at room temperature for 30 minutes. Dioxane was removed by evaporation under reduced pressure and ethyl acetate and 2% citric acid were added. The organic layer was washed with brine, dried (Na2SO4) and evaporated to give trans-4-[(7-chloro-2,3,4,14b-tetrahydro-1H-dibenzo[b,f...